This data is from the Open Reaction Database (ORD), a public repository of structured organic reaction records. The task is: describe an organic reaction: reactants, conditions, products, and yield RXN SMILES: Cl.[CH:2]1([CH2:8][N:9]2[CH2:14][CH2:13][CH:12]([N:15]([CH3:36])[C:16](=[O:35])[CH2:17][O:18][C:19]3[N:24]=[C:23]([CH3:25])[C:22]([NH:26]C(=O)OC(C)(C)C)=[C:21]([CH3:34])[N:20]=3)[CH2:11][CH2:10]2)[CH2:7][CH2:6][CH2:5][CH2:4][CH2:3]1.[OH-].[Na+]>C(Cl)(Cl)Cl>[NH2:26][C:22]1[C:23]([CH3:25])=[N:24][C:19]([O:18][CH2:17][C:16]([N:15]([CH:12]2[CH2:13][CH2:14][N:9]([CH2:8][CH:2]3[CH2:7][CH2:6][CH2:5][CH2:4][CH2:3]3)[CH2:10][CH2:11]2)[CH3:36])=[O:35])=[N:20][C:21]=1[CH3:34] |f:2.3|. The reactants are Cl (HCl), C1(CCCCC1)CN1CCC(CC1)N(C(COC1=NC(=C(C(=N1)C)NC(OC(C)(C)C)=O)C)=O)C (tert-butyl 2-(2-((1-(cyclohexylmethyl)piperidine-4-yl)(methyl)amino)-2-oxoethoxy)-4,6-dimethylpyrimidine-5-ylcarbamate), [OH-].[Na+] (sodium hydroxide). The product is NC=1C(=NC(=NC1C)OCC(=O)N(C)C1CCN(CC1)CC1CCCCC1)C (2-(5-amino-4,6-dimethylpyrimidine-2-yloxy)-N-(1-(cyclohexylmethyl)piperidine-4-yl)-N-methylacetamide). Reported procedure: 6N HCl (0.7 mL) was added to a chloroform (0.5 mL) solution of Compound 32 (39 mg) and the mixture was stirred at room temperature for 1 hour. While the reaction mixture was cooled with ice, a 4N aqueous sodium hydroxide solution was added to neutralize the mixture. The resulting product was extracted with chloroform and the organic layer was dried over sodium sulfate, filtered, and concentrated under reduced pressure. The resulting residue was purified by amino-coated silica gel (Fuji Sylysia C... The yield is 74.1%. Conditions: time 1 hour. Solvent: C(Cl)(Cl)Cl (chloroform). Reactants: COC(C1=CN=C(C(=C1)[N+](=O)[O-])SCC(=O)OC)=O (6-Methoxycarbonylmethylsulfanyl-5-nitro-nicotinic acid methyl ester). Reagents/catalysts: [Fe] (iron). Solvent: C(C)(=O)O (acetic acid). Reaction conditions: temperature 60 celsius. Yields the product COC(=O)C1=CC2=C(SCC(N2)=O)N=C1 (2-Oxo-2,3-dihydro-1H-pyrido[2,3-b][1,4]thiazine-7-carboxylic acid methyl ester). The yield is 108.5%. RXN SMILES: [CH3:1][O:2][C:3](=[O:19])[C:4]1[CH:9]=[C:8]([N+:10]([O-])=O)[C:7]([S:13][CH2:14][C:15](OC)=[O:16])=[N:6][CH:5]=1>C(O)(=O)C.[Fe]>[CH3:1][O:2][C:3]([C:4]1[CH:5]=[N:6][C:7]2[S:13][CH2:14][C:15](=[O:16])[NH:10][C:8]=2[CH:9]=1)=[O:19]. Procedure: The ester (a) (1.0 g) in acetic acid (50 ml) was treated with iron powder (10 g) and the mixture was stirred and heated at 60° C. for 1 hour, cooled and filtered. The filtrate was evaporated, treated with sodium bicarbonate solution and extracted with warm chloroform. It was dried over sodium sulfate and evaporated to give a white solid (0.85 g).